This data is from the Open Reaction Database (ORD), a public repository of structured organic reaction records. The task is: describe an organic reaction: reactants, conditions, products, and yield Starting materials: O=C([O-])[O-], CN(C)C=O, N#CCCl, [K+], [K+], Nc1nc(S)nc2c1nc(O)n2Cc1ccccc1. Product: N#CCSc1nc(N)c2nc(O)n(Cc3ccccc3)c2n1. Reaction SMILES: [C:20](=[O:21])([O-:22])[O-:23].[CH3:30][N:31]([CH3:32])[CH:33]=[O:34].[Cl:26][CH2:27][C:28]#[N:29].[K+:24].[K+:25].[NH2:1][c:2]1[c:3]2[n:4][c:5]([OH:19])[n:6]([CH2:12][c:13]3[cH:14][cH:15][cH:16][cH:17][cH:18]3)[c:7]2[n:8][c:9]([SH:11])[n:10]1>>[NH2:1][c:2]1[c:3]2[n:4][c:5]([OH:19])[n:6]([CH2:12][c:13]3[cH:14][cH:15][cH:16][cH:17][cH:18]3)[c:7]2[n:8][c:9]([S:11][CH2:27][C:28]#[N:29])[n:10]1. Starting materials: O=[O+][O-] (ozone), C1(=CC=CC=C1)C(C1=CC=CC=C1)OC(C(C(C)=C)N1C(C(C1SSC=1SC2=C(N1)C=CC=C2)NC(COC2=CC=CC=C2)=O)=O)=O (2-[4-(benzthiazol-2-yldithio)-3-phenoxyacetamido-2-oxoazetidin-1-yl]-3-methylene-butyric acid diphenylmethyl ester). Run in C(C)(=O)OCC (ethyl acetate). Reaction conditions: time 15 hour. Product: C1(=CC=CC=C1)C(C1=CC=CC=C1)OC(\C(=C(\C)/O)\N1C(C(C1SSC=1SC2=C(N1)C=CC=C2)NC(COC2=CC=CC=C2)=O)=O)=O (2-[4-(Benzthiazol-2-yldithio)-3-phenoxyacetamido-2-oxoazetidin- 1-yl]-3-hydroxy-crotonic acid diphenylmethyl ester). RXN SMILES: [O:1]=[O+][O-].[C:4]1([CH:10]([O:17][C:18](=[O:50])[CH:19]([N:23]2[CH:26]([S:27][S:28][C:29]3[S:30][C:31]4[CH:37]=[CH:36][CH:35]=[CH:34][C:32]=4[N:33]=3)[CH:25]([NH:38][C:39](=[O:48])[CH2:40][O:41][C:42]3[CH:47]=[CH:46][CH:45]=[CH:44][CH:43]=3)[C:24]2=[O:49])[C:20](=C)[CH3:21])[C:11]2[CH:16]=[CH:15][CH:14]=[CH:13][CH:12]=2)[CH:9]=[CH:8][CH:7]=[CH:6][CH:5]=1>C(OCC)(=O)C>[C:11]1([CH:10]([O:17][C:18](=[O:50])/[C:19](/[N:23]2[CH:26]([S:27][S:28][C:29]3[S:30][C:31]4[CH:37]=[CH:36][CH:35]=[CH:34][C:32]=4[N:33]=3)[CH:25]([NH:38][C:39](=[O:48])[CH2:40][O:41][C:42]3[CH:43]=[CH:44][CH:45]=[CH:46][CH:47]=3)[C:24]2=[O:49])=[C:20](\[OH:1])/[CH3:21])[C:4]2[CH:9]=[CH:8][CH:7]=[CH:6][CH:5]=2)[CH:12]=[CH:13][CH:14]=[CH:15][CH:16]=1. Reported procedure: 1 equivalent of ozone (diluted with oxygen) is passed into a solution, cooled to -70° C., of 681 mg (1.0 mM) of 2-[4-(benzthiazol-2-yldithio)-3-phenoxyacetamido-2-oxoazetidin-1-yl]-3-methylene-butyric acid diphenylmethyl ester in 30 ml of ethyl acetate. The reaction solution is allowed to warm up, concentrated to 10 ml in vacuo, mixed with 1.0 ml of dimethyl sulphide and stirred for 15 hours at room temperature. Solvent and excess reagent are removed in vacuo and the residue is chromatographed o...